Dataset: the Open Reaction Database (ORD), a public repository of structured organic reaction records. Task: describe an organic reaction: reactants, conditions, products, and yield Reactants: C(C)OC1=C(C(=O)OCC2=CC=CC=C2)C=CC(=C1)CC(=O)NC(CCC)C1=C(C=CC=C1)N1CCCCC1 (benzyl 2-ethoxy-4-[N-{1-(2-piperidino-phenyl)-1-butyl}-aminocarbonylmethyl]-benzoate), [H][H] (hydrogen). The reagents and catalysts are [Pd] (palladium-on-charcoal). The solvent is C(C)O (ethanol). The product is C(C)OC1=C(C(=O)O)C=CC(=C1)CC(=O)NC(CCC)C1=C(C=CC=C1)N1CCCCC1 (2-Ethoxy-4-[N-{1-(2-piperidino-phenyl)-1-butyl}-aminocarbonyl-methyl]-benzoic acid). As a reaction SMILES: [CH2:1]([O:3][C:4]1[CH:19]=[C:18]([CH2:20][C:21]([NH:23][CH:24]([C:28]2[CH:33]=[CH:32][CH:31]=[CH:30][C:29]=2[N:34]2[CH2:39][CH2:38][CH2:37][CH2:36][CH2:35]2)[CH2:25][CH2:26][CH3:27])=[O:22])[CH:17]=[CH:16][C:5]=1[C:6]([O:8]CC1C=CC=CC=1)=[O:7])[CH3:2].[H][H]>C(O)C.[Pd]>[CH2:1]([O:3][C:4]1[CH:19]=[C:18]([CH2:20][C:21]([NH:23][CH:24]([C:28]2[CH:33]=[CH:32][CH:31]=[CH:30][C:29]=2[N:34]2[CH2:35][CH2:36][CH2:37][CH2:38][CH2:39]2)[CH2:25][CH2:26][CH3:27])=[O:22])[CH:17]=[CH:16][C:5]=1[C:6]([OH:8])=[O:7])[CH3:2]. Procedure details: 0.25 g (0.47 mmol) of benzyl 2-ethoxy-4-[N-{1-(2-piperidino-phenyl)-1-butyl}-aminocarbonylmethyl]-benzoate was hydrogenated in 10 ml of ethanol with 0.12 g of 10% palladium-on-charcoal at 50 and a pressure of 5 bar of hydrogen. After 5 hours the catalyst was filtered off through diatomaceous earth, and the filtrate was evaporated in vacuo. The evaporation residue was crystallized from petroleum ether/ethanol. Reaction SMILES: [CH2:1]([C:4]1[CH:9]=[CH:8][CH:7]=[C:6]([CH3:10])[C:5]=1[OH:11])[CH:2]=[CH2:3].[SH:12][CH2:13][CH:14]([OH:16])[CH3:15]>>[OH:16][CH:14]([CH3:15])[CH2:13][S:12][CH2:3][CH2:2][CH2:1][C:4]1[CH:9]=[CH:8][CH:7]=[C:6]([CH3:10])[C:5]=1[OH:11]. Procedure details: In the same manner as in Synthetic example 1, 2-allyl-6 -methylphenol and 1-mercapto-2-propanol were reacted to obtain 2-[3-(2-hydroxypropylthio)propyl]-6-methylphenol. The reactants are C(C=C)C1=C(C(=CC=C1)C)O (2-allyl-6 -methylphenol), SCC(C)O (1-mercapto-2-propanol). Product: OC(CSCCCC1=C(C(=CC=C1)C)O)C (2-[3-(2-hydroxypropylthio)propyl]-6-methylphenol). RXN SMILES: [Al+3:29].[C:35](=[O:36])([O-:37])[OH:38].[CH3:45][CH2:46][O:47][C:48](=[O:49])[CH3:50].[Cl:1][c:2]1[cH:3][c:4]([CH2:7][C:8](=[O:9])[N:10]2[CH2:11][CH:12]3[C:13]([CH3:16])([c:17]4[cH:18][c:19]([NH:23][S:24](=[O:25])(=[O:26])[CH3:27])[cH:20][cH:21][cH:22]4)[CH:14]3[CH2:15]2)[cH:5][s:6]1.[H-:28].[H-:31].[H-:32].[H-:33].[Li+:30].[Na+:39].[O:40]1[CH2:41][CH2:42][CH2:43][CH2:44]1.[OH2:34]>>[Cl:1][c:2]1[cH:3][c:4]([CH2:7][CH2:8][N:10]2[CH2:11][CH:12]3[C:13]([CH3:16])([c:17]4[cH:18][c:19]([NH:23][S:24](=[O:25])(=[O:26])[CH3:27])[cH:20][cH:21][cH:22]4)[CH:14]3[CH2:15]2)[cH:5][s:6]1. Yields the product CC1(c2cccc(NS(C)(=O)=O)c2)C2CN(CCc3csc(Cl)c3)CC21. Starting materials: [Al+3], O=C([O-])O, CCOC(C)=O, CC1(c2cccc(NS(C)(=O)=O)c2)C2CN(C(=O)Cc3csc(Cl)c3)CC21, [H-], [H-], [H-], [H-], [Li+], [Na+], C1CCOC1, O. The reactants are CI (methyl iodide), C(=O)([O-])[O-].[Cs+].[Cs+] (Cs2CO3), compound 46f, COC1=CC=C(C=C1)C1=CC=C(C=C1)S(=O)(=O)C(C(=O)OC)(CC#CCOC)NC (Methyl 2-{[4′-Methoxy-(1,1′-biphenyl)-4-yl]-sulfonyl}-N-methyl-amino-6-methoxyhex-4-ynoate), acid 51, O=S(Cl)Cl (SOCl2), compound 52b. Run in CO (MeOH). Run at time 18 hour. Product: COC1=CC=C(C=C1)C1=CC=C(C=C1)S(=O)(=O)C(C(=O)O)(CC#CCOC)NC (2-{[4′-Methoxy-(1,1′-biphenyl)-4-yl]-sulfonyl}-N-methyl-amino-6-methoxyhex-4-ynoic acid). RXN SMILES: [CH3:1][O:2][C:3]1[CH:8]=[CH:7][C:6]([C:9]2[CH:14]=[CH:13][C:12]([S:15]([C:18]([NH:29][CH3:30])([CH2:23][C:24]#[C:25][CH2:26][O:27][CH3:28])[C:19]([O:21]C)=[O:20])(=[O:17])=[O:16])=[CH:11][CH:10]=2)=[CH:5][CH:4]=1.O=S(Cl)Cl.CI.C([O-])([O-])=O.[Cs+].[Cs+]>CO>[CH3:1][O:2][C:3]1[CH:8]=[CH:7][C:6]([C:9]2[CH:10]=[CH:11][C:12]([S:15]([C:18]([NH:29][CH3:30])([CH2:23][C:24]#[C:25][CH2:26][O:27][CH3:28])[C:19]([OH:21])=[O:20])(=[O:16])=[O:17])=[CH:13][CH:14]=2)=[CH:5][CH:4]=1 |f:3.4.5|. Procedure: Methyl 2-{[4′-Methoxy-(1,1′-biphenyl)-4-yl]-sulfonyl}-N-methyl-amino-6-methoxyhex-4-ynoate: The acid 51 (500 mg, 1.23 mmole) is dissolved in 20 mL of MeOH and treated with 8 mL of SOCl2. The resulting mixture is stirred at RT for 18 hr. and then evaporated. The residual solid is dissolved in 10 mL of dimethylacetamide and treated with methyl iodide (0.092 mL, 1.47 mmole) in the presence of 600 mg of Cs2CO3. The resulting mixture is stirred for 2 hr and then partitioned between EtOAc and H2O. The...